From a dataset of the Open Reaction Database (ORD), a public repository of structured organic reaction records. describe an organic reaction: reactants, conditions, products, and yield Reactants: O (water), N1C=NC=C1 (imidazole), COP(=O)(C(=C)S(=O)(=O)OC)OC (methyl 1-dimethoxyphosphinylethenesulfonate), Br[Si](C)(C)C (bromotrimethylsilane). Run in C(Cl)(Cl)Cl (chloroform). Reaction conditions: time 2.5 day. Yields the product N1(C=NC=C1)CC(S(=O)(=O)O)P(=O)(O)O (2-(1-imidazolyl)-1-phosphonoethanesulfonic acid). Reaction SMILES: [NH:1]1[CH:5]=[CH:4][N:3]=[CH:2]1.C[O:7][P:8]([O:17]C)([C:10]([S:12]([O:15]C)(=[O:14])=[O:13])=[CH2:11])=[O:9].Br[Si](C)(C)C.O>C(Cl)(Cl)Cl>[N:1]1([CH2:11][CH:10]([P:8]([OH:17])([OH:9])=[O:7])[S:12]([OH:15])(=[O:14])=[O:13])[CH:5]=[CH:4][N:3]=[CH:2]1. Reported procedure: A mixture of 0.68 g (0.01 mole) of imidazole and 2.30 g (0.01 mole) of methyl 1-dimethoxyphosphinylethenesulfonate (U.S. Pat. No. 5,011,938 issued to Barnett et al. on Apr. 30, 1991) in 20 ml of chloroform is stirred at 20°-50° for one day. The reaction is cooled to room temperature, and 10.7 g (0.07 mole) of bromotrimethylsilane is added. The mixture is stirred at 20°-30° for 2-3 days, and to it is then added 20 ml water. The mixture is stirred for about 30 minutes, and the layers are separated... Product: Cc1ccc(C(=O)NC(C)C)cc1-c1nc(N2CCCC2)nc2c1CNC(=O)N2c1c(F)cccc1F. As a reaction SMILES: [CH2:36]1[CH2:37][CH2:38][NH:39][CH2:40]1.[Cl:41][CH2:42][Cl:43].[F:1][c:2]1[c:3]([N:9]2[C:10](=[O:35])[NH:11][CH2:12][c:13]3[c:14]2[n:15][c:16]([S:32]([CH3:33])=[O:34])[n:17][c:18]3-[c:19]2[cH:20][c:21]([C:22](=[O:23])[NH:24][CH:25]([CH3:26])[CH3:27])[cH:28][cH:29][c:30]2[CH3:31])[c:4]([F:8])[cH:5][cH:6][cH:7]1>>[F:1][c:2]1[c:3]([N:9]2[C:10](=[O:35])[NH:11][CH2:12][c:13]3[c:14]2[n:15][c:16]([N:39]2[CH2:38][CH2:37][CH2:36][CH2:40]2)[n:17][c:18]3-[c:19]2[cH:20][c:21]([C:22](=[O:23])[NH:24][CH:25]([CH3:26])[CH3:27])[cH:28][cH:29][c:30]2[CH3:31])[c:4]([F:8])[cH:5][cH:6][cH:7]1. The reactants are C1CCNC1, ClCCl, Cc1ccc(C(=O)NC(C)C)cc1-c1nc(S(C)=O)nc2c1CNC(=O)N2c1c(F)cccc1F.